From a dataset of the Open Reaction Database (ORD), a public repository of structured organic reaction records. describe an organic reaction: reactants, conditions, products, and yield Isolated yield 69.8%. Procedure details: To a mixture of NaH (240 mg, 6.02 mmol) in DMF (dry, 4 mL) at 0° C. is added the solution of 2-(5-bromo-pyridin-3-yl)-propan-2-ol (500 mg, 2.31 mmol) in DMF (dry, 4 mL). The mixture is stirred at 0° C. for 15 min then raised to room temperature and stirred for 1 h. The mixture is then cooled back to 0° C. and iodomethane (397 mg, 2.80 mmol) iss added. The reaction mixture is stirred at room temperature overnight and is quenched by adding water dropwise. The mixture is partitioned between DCM and... Yields the product BrC=1C=NC=C(C1)C(C)(C)OC (3-bromo-5-(1-methoxy-1-methyl-ethyl)pyridine). Conditions: temperature 0 celsius, time 15 minute. Solvent: CN(C)C=O (DMF), CN(C)C=O (DMF). Reaction SMILES: [H-].[Na+].[Br:3][C:4]1[CH:5]=[C:6]([C:10]([OH:13])([CH3:12])[CH3:11])[CH:7]=[N:8][CH:9]=1.I[CH3:15]>CN(C=O)C>[Br:3][C:4]1[CH:9]=[N:8][CH:7]=[C:6]([C:10]([O:13][CH3:15])([CH3:11])[CH3:12])[CH:5]=1 |f:0.1|. The reactants are BrC=1C=C(C=NC1)C(C)(C)O (2-(5-bromo-pyridin-3-yl)-propan-2-ol), [H-].[Na+] (NaH), IC (iodomethane). The reactants are FC[C@H]1N(C[C@H]2COCCN2C1)CC1=CC=CC=C1 ((7S,9aS)-7-(fluoromethyl)-8-(phenylmethyl)octahydropyrazino[2,1-c][1,4]oxazine). The reagents and catalysts are [Pd] (Pd). Run in CC(=O)O (AcOH). Reaction conditions: time 1.5 hour. Product: FC[C@H]1NC[C@H]2COCCN2C1 ((7S,9aS)-7-(fluoromethyl)octahydropyrazino[2,1-c][1,4]oxazine). Yield: 77.8%. As a reaction SMILES: [F:1][CH2:2][C@@H:3]1[CH2:12][N:11]2[C@H:6]([CH2:7][O:8][CH2:9][CH2:10]2)[CH2:5][N:4]1CC1C=CC=CC=1>CC(O)=O.[Pd]>[F:1][CH2:2][C@@H:3]1[CH2:12][N:11]2[C@H:6]([CH2:7][O:8][CH2:9][CH2:10]2)[CH2:5][NH:4]1. Reported procedure: To a solution of (7S,9aS)-7-(fluoromethyl)-8-(phenylmethyl)octahydropyrazino[2,1-c][1,4]oxazine (D128, 30 mg, 0.11 mmol) in AcOH (30 ml) was added Pd-black (12 mg, 0.11 mmol) and the reaction mixture was stirred under a H2 atmosphere (5 atm.) for 1.5 hrs. The reaction mixture was filtered on a SCX cartridge washing with methanol and then with 2M methanolic ammonia. The fractions eluted with ammonia were combined and evaporated to dryness. The crude was purified by chromatography (silica, CH2Cl2:... Reactants: CC(C)(C)C(=O)OCn1ccc2c(-c3cnn(C(CC=O)C4CCCC4)c3)ncnc21, I, [NH4+], C1CCOC1, [OH-], O. Product: CC(C)(C)C(=O)OCn1ccc2c(-c3cnn(C(CC#N)C4CCCC4)c3)ncnc21. RXN SMILES: [C:1]([C:2]([CH3:3])([CH3:4])[CH3:5])(=[O:6])[O:7][CH2:8][n:9]1[cH:10][cH:11][c:12]2[c:13]1[n:14][cH:15][n:16][c:17]2-[c:18]1[cH:19][n:20][n:21]([CH:23]([CH2:24][CH:25]=[O:26])[CH:27]2[CH2:28][CH2:29][CH2:30][CH2:31]2)[cH:22]1.[I:39].[NH4+:37].[O:32]1[CH2:33][CH2:34][CH2:35][CH2:36]1.[OH-:38].[OH2:40]>>[C:1]([C:2]([CH3:3])([CH3:4])[CH3:5])(=[O:6])[O:7][CH2:8][n:9]1[cH:10][cH:11][c:12]2[c:13]1[n:14][cH:15][n:16][c:17]2-[c:18]1[cH:19][n:20][n:21]([CH:23]([CH2:24][C:25]#[N:37])[CH:27]2[CH2:28][CH2:29][CH2:30][CH2:31]2)[cH:22]1. The reactants are COC(=O)N[C@H](C(=O)N1[C@@H](CC(C1)=O)C(=O)OCC1=CC=CC=C1)C(C)C ((S)-benzyl 1-((S)-2-(methoxycarbonylamino)-3-methylbutanoyl)-4-oxopyrrolidine-2-carboxylate), Cl.O=C1C[C@H](NC1)C(=O)OCC1=CC=CC=C1 ((S)-benzyl 4-oxopyrrolidine-2-carboxylate hydrochloride), COC(=O)N[C@H](C(=O)O)C(C)C ((S)-2-(methoxycarbonylamino)-3-methylbutanoic acid), Cl.Cl.Cl.FC1(C2=CC(=CC=C2C=2C=CC(=CC12)C=1C=CC2=C(NC(=N2)[C@H]2N([C@@H]3CC[C@@H]2C3)C([C@@H](C3=CC=CC=C3)NC(OC)=O)=O)C1)C1=CN=C(N1)[C@H]1NCCC1)F (methyl (R)-2-((1R,3S,4R)-3-(6-(9,9-difluoro-7-(2-((S)-pyrrolidin-2-yl)-1H-imidazol-5-yl)-9H-fluoren-2-yl)-1H-benzo[d]imidazol-2-yl)-2-azabicyclo[2.2.1]heptan-2-yl)-2-oxo-1-phenylethylcarbamate 3HCl salt), COC(=O)N[C@H](C(=O)O)C1CCOCC1 ((S)-2-(methoxycarbonylamino)-2-(tetrahydro-2H-pyran-4-yl)acetic acid). Product: COC(N[C@@H](C(=O)N1[C@@H]2CC[C@@H]([C@H]1C1=NC3=C(N1)C=C(C=C3)C3=CC=1C(C4=CC(=CC=C4C1C=C3)C3=CN=C(N3)[C@H]3N(CCC3)C([C@H](C3CCOCC3)NC(=O)OC)=O)(F)F)C2)C2=CC=CC=C2)=O ((R)-2-((1R,3S,4R)-3-(6-(9,9-difluoro-7-(2-((S)-1-((S)-2-(methoxycarbonylamino)-2-(tetrahydro-2H-pyran-4-yl)acetyl)pyrrolidin-2-yl)-1H-imidazol-5-yl)-9H-fluoren-2-yl)-1H-benzo[d]imidazol-2-yl)-2-azabicyclo[2.2.1]heptan-2-yl)-2-oxo-1-phenylethylcarbamic acid methyl ester). RXN SMILES: COC(N[C@@H](C(C)C)C(N1CC(=O)C[C@H]1C(OCC1C=CC=CC=1)=O)=O)=O.Cl.Cl.Cl.[F:31][C:32]1([F:85])[C:44]2[CH:43]=[C:42]([C:45]3[CH:46]=[CH:47][C:48]4[N:52]=[C:51]([C@@H:53]5[C@H:58]6[CH2:59][C@@H:55]([CH2:56][CH2:57]6)[N:54]5[C:60](=[O:73])[C@H:61]([NH:68][C:69](=[O:72])[O:70][CH3:71])[C:62]5[CH:67]=[CH:66][CH:65]=[CH:64][CH:63]=5)[NH:50][C:49]=4[CH:74]=3)[CH:41]=[CH:40][C:39]=2[C:38]2[C:33]1=[CH:34][C:35]([C:75]1[NH:79][C:78]([C@@H:80]3[CH2:84][CH2:83][CH2:82][NH:81]3)=[N:77][CH:76]=1)=[CH:36][CH:37]=2.[CH3:86][O:87][C:88]([NH:90][C@@H:91]([CH:95]1[CH2:100][CH2:99][O:98][CH2:97][CH2:96]1)[C:92](O)=[O:93])=[O:89].Cl.O=C1CN[C@H](C(OCC2C=CC=CC=2)=O)C1.COC(N[C@@H](C(C)C)C(O)=O)=O>>[CH3:71][O:70][C:69](=[O:72])[NH:68][C@H:61]([C:62]1[CH:63]=[CH:64][CH:65]=[CH:66][CH:67]=1)[C:60]([N:54]1[C@H:53]([C:51]2[NH:50][C:49]3[CH:74]=[C:45]([C:42]4[CH:41]=[CH:40][C:39]5[C:38]6[C:33](=[CH:34][C:35]([C:75]7[NH:79][C:78]([C@@H:80]8[CH2:84][CH2:83][CH2:82][N:81]8[C:92](=[O:93])[C@@H:91]([NH:90][C:88]([O:87][CH3:86])=[O:89])[CH:95]8[CH2:100][CH2:99][O:98][CH2:97][CH2:96]8)=[N:77][CH:76]=7)=[CH:36][CH:37]=6)[C:32]([F:31])([F:85])[C:44]=5[CH:43]=4)[CH:46]=[CH:47][C:48]=3[N:52]=2)[C@H:58]2[CH2:59][C@H:55]1[CH2:56][CH2:57]2)=[O:73] |f:1.2.3.4,6.7|. Procedure: The title compound was prepared according to the method employed to prepare (S)-benzyl 1-((S)-2-(methoxycarbonylamino)-3-methylbutanoyl)-4-oxopyrrolidine-2-carboxylate, except that methyl (R)-2-((1R,3S,4R)-3-(6-(9,9-difluoro-7-(2-((S)-pyrrolidin-2-yl)-1H-imidazol-5-yl)-9H-fluoren-2-yl)-1H-benzo[d]imidazol-2-yl)-2-azabicyclo[2.2.1]heptan-2-yl)-2-oxo-1-phenylethylcarbamate 3HCl salt and (S)-2-(methoxycarbonylamino)-2-(tetrahydro-2H-pyran-4-yl)acetic acid were used instead of (S)-benzyl 4-oxopyrrol... Reactants: CCOC(=O)C(C(C)=O)C(C)(C)C(Cl)CC(Cl)(Cl)Cl, CCO, Cl, [Na]. Yields the product CCOC(=O)C1(C(C)=O)C(CC(Cl)(Cl)Cl)C1(C)C. RXN SMILES: [C:2]([CH3:3])(=[O:4])[CH:5]([C:6](=[O:7])[O:8][CH2:9][CH3:10])[C:11]([CH:12]([CH2:13][C:14]([Cl:15])([Cl:16])[Cl:17])[Cl:18])([CH3:19])[CH3:20].[CH3:22][CH2:23][OH:24].[ClH:21].[Na:1]>>[C:2]([CH3:3])(=[O:4])[C:5]1([C:6](=[O:7])[O:8][CH2:9][CH3:10])[C:11]([CH3:19])([CH3:20])[CH:12]1[CH2:13][C:14]([Cl:15])([Cl:16])[Cl:17]. The reactants are CC(=O)O[BH-](OC(C)=O)OC(C)=O, O=C([O-])O, Cc1nn(C)c(C)c1C=O, Clc1nccnc1N1CCNCC1, Cl, Cl, [Na+], [Na+], C1CCOC1. The product is Cc1nn(C)c(C)c1CN1CCN(c2nccnc2Cl)CC1. RXN SMILES: [C:26]([O:27][BH-:28]([O:29][C:30](=[O:31])[CH3:32])[O:33][C:34](=[O:35])[CH3:36])(=[O:37])[CH3:38].[C:40](=[O:41])([O-:42])[OH:43].[CH3:16][n:17]1[n:18][c:19]([CH3:25])[c:20]([CH:23]=[O:24])[c:21]1[CH3:22].[Cl:3][c:4]1[c:5]([N:10]2[CH2:11][CH2:12][NH:13][CH2:14][CH2:15]2)[n:6][cH:7][cH:8][n:9]1.[ClH:1].[ClH:2].[Na+:39].[Na+:44].[O:45]1[CH2:46][CH2:47][CH2:48][CH2:49]1>>[Cl:3][c:4]1[c:5]([N:10]2[CH2:11][CH2:12][N:13]([CH2:23][c:20]3[c:19]([CH3:25])[n:18][n:17]([CH3:16])[c:21]3[CH3:22])[CH2:14][CH2:15]2)[n:6][cH:7][cH:8][n:9]1. The reactants are CCO, CCOC(=O)c1c(C(F)(F)F)coc1C, Cl, [Na+], [OH-], O. The product is Cc1occ(C(F)(F)F)c1C(=O)O. RXN SMILES: [CH3:16][CH2:17][OH:18].[CH3:1][c:2]1[o:3][cH:4][c:5]([C:12]([F:13])([F:14])[F:15])[c:6]1[C:7](=[O:8])[O:9][CH2:10][CH3:11].[ClH:21].[Na+:20].[OH-:19].[OH2:22]>>[CH3:1][c:2]1[o:3][cH:4][c:5]([C:12]([F:13])([F:14])[F:15])[c:6]1[C:7](=[O:8])[OH:9]. Starting materials: [OH-].[Na+] (sodium hydroxide), OC1=CC(=CC2=CC=CC=C12)O (1,3-Dihydroxynaphthalene), C([O-])([O-])=O.[K+].[K+] (potassium carbonate), S(=O)(=O)(OC)OC (dimethyl sulfate). Run in CC(=O)C (acetone). Product: COC1=CC(=CC2=CC=CC=C12)OC (1,3-Dimethoxynaphthalene). Yield: 85.1%. Reaction SMILES: [OH:1][C:2]1[C:11]2[C:6](=[CH:7][CH:8]=[CH:9][CH:10]=2)[CH:5]=[C:4](O)[CH:3]=1.[C:13](=[O:16])([O-])[O-].[K+].[K+].S(OC)(O[CH3:23])(=O)=O.[OH-].[Na+]>CC(C)=O>[CH3:23][O:1][C:2]1[C:11]2[C:6](=[CH:7][CH:8]=[CH:9][CH:10]=2)[CH:5]=[C:4]([O:16][CH3:13])[CH:3]=1 |f:1.2.3,5.6|. Procedure: To 1,3-Dihydroxynaphthalene (15 g, 93.6 mmol) and potassium carbonate (20 g, 144.7 mmol) in acetone (200 ml) was added dimethyl sulfate (21 ml, 222 mmol). After stirring over-night the reaction mixture was mixed with 10% sodium hydroxide (100 ml) and extracted with ethyl acetate (200 ml×2) The organic layer was washed with water (100 ml×2), evaporated, and the residue stirred with ammonium hydroxide (50 ml) for 2 hrs to quench any unreacted dimethyl sulfate. Product was extracted with ethyl acet... Reactants: Cl.OC(CNC(CC1=CC=C(C=C1)OC)(C)C)COC1=CC=CC2=CC=CC=C12 (N-[2-Hydroxy-3-(1-naphthoxy)propyl]-1,1-dimethyl-2-(4-methoxyphenyl)ethylamine Hydrochloride), ( 53 ), ( 5 ), ( 24 ), ( 14 ), ( 6 ), ( 100 ), ( 5 ), Cl.OC(CNC(CC1=CC=C(C=C1)OC)(C)C)COC1=C(C=CC=C1)C (N-[2-Hydroxy-3-(2-methylphenoxy)propyl]-1,1-dimethyl-2-(4-methoxyphenyl)-ethylamine Hydrochloride). Yields the product Cl.OC(CNC(CC1=CC=C(C=C1)OC)(C)C)COC1=C(C=CC=C1)C(C)C (N-[2-hydroxy-3-(2-iso-propyl-phenoxy)propyl]-1,1-dimethyl-2-(4-methoxyphenyl)ethylamine Hydrochloride). RXN SMILES: [ClH:1].[OH:2][CH:3]([CH2:18][O:19][C:20]1[C:29]2[C:24](=[CH:25][CH:26]=[CH:27][CH:28]=2)[CH:23]=C[CH:21]=1)[CH2:4][NH:5][C:6]([CH3:17])([CH3:16])[CH2:7][C:8]1[CH:13]=[CH:12][C:11]([O:14][CH3:15])=[CH:10][CH:9]=1.Cl.OC(COC1C=CC=CC=1C)CNC(C)(C)CC1C=CC(OC)=CC=1>>[ClH:1].[OH:2][CH:3]([CH2:18][O:19][C:20]1[CH:21]=[CH:26][CH:27]=[CH:28][C:29]=1[CH:24]([CH3:25])[CH3:23])[CH2:4][NH:5][C:6]([CH3:16])([CH3:17])[CH2:7][C:8]1[CH:9]=[CH:10][C:11]([O:14][CH3:15])=[CH:12][CH:13]=1 |f:0.1,2.3,4.5|. Procedure details: GC/EI-MS, m/z (rel. int.) 356 (M−15, 1), 251 (19), 250 (100), 163 (5), 122 (5), 121 (53), 114 (8), 104 (6),103 (6), 91 (24), 77 (14).